This data is from the Open Reaction Database (ORD), a public repository of structured organic reaction records. The task is: describe an organic reaction: reactants, conditions, products, and yield The reactants are ClCCl, OCn1ccc(C(F)(F)F)n1, O=S(Cl)Cl. The product is FC(F)(F)c1ccn(CCl)n1. Reaction SMILES: [Cl:16][CH2:17][Cl:18].[F:1][C:2]([c:3]1[n:4][n:5]([CH2:8][OH:9])[cH:6][cH:7]1)([F:10])[F:11].[S:12]([Cl:13])([Cl:14])=[O:15]>>[F:1][C:2]([c:3]1[n:4][n:5]([CH2:8][Cl:14])[cH:6][cH:7]1)([F:10])[F:11]. The reactants are O=C([O-])[O-], CCC(C)=O, CNC(=O)c1ccccc1NC(=O)CCl, [K+], [K+], CC(=O)c1ccc(O)cc1. The product is CNC(=O)c1ccccc1NC(=O)COc1ccc(C(C)=O)cc1. RXN SMILES: [C:26](=[O:27])([O-:28])[O-:29].[CH3:32][C:33](=[O:34])[CH2:35][CH3:36].[Cl:1][CH2:2][C:3](=[O:4])[NH:5][c:6]1[c:7]([C:8](=[O:9])[NH:10][CH3:11])[cH:12][cH:13][cH:14][cH:15]1.[K+:30].[K+:31].[OH:16][c:17]1[cH:18][cH:19][c:20]([C:23]([CH3:24])=[O:25])[cH:21][cH:22]1>>[CH2:2]([C:3](=[O:4])[NH:5][c:6]1[c:7]([C:8](=[O:9])[NH:10][CH3:11])[cH:12][cH:13][cH:14][cH:15]1)[O:16][c:17]1[cH:18][cH:19][c:20]([C:23]([CH3:24])=[O:25])[cH:21][cH:22]1.